From a dataset of the Open Reaction Database (ORD), a public repository of structured organic reaction records. describe an organic reaction: reactants, conditions, products, and yield The reactants are BrB(Br)Br, COc1ccc(C)c(NC(=O)CC23CC4CC(CC(C4)C2)C3)c1, CCOCC, ClCCl. The product is Cc1ccc(O)cc1NC(=O)CC12CC3CC(CC(C3)C1)C2. As a reaction SMILES: [B:24]([Br:25])([Br:26])[Br:27].[CH3:1][O:2][c:3]1[cH:4][cH:5][c:6]([CH3:23])[c:7]([NH:9][C:10]([CH2:11][C:12]23[CH2:13][CH:14]4[CH2:15][CH:16]([CH2:17][CH:18]([CH2:19]2)[CH2:20]4)[CH2:21]3)=[O:22])[cH:8]1.[CH3:28][CH2:29][O:30][CH2:31][CH3:32].[Cl:33][CH2:34][Cl:35]>>[OH:2][c:3]1[cH:4][cH:5][c:6]([CH3:23])[c:7]([NH:9][C:10]([CH2:11][C:12]23[CH2:13][CH:14]4[CH2:15][CH:16]([CH2:17][CH:18]([CH2:19]2)[CH2:20]4)[CH2:21]3)=[O:22])[cH:8]1. The reactants are C1(CC1)N1N=C2C=CC(=CC2=C1C)N1C(C=C(C=C1)O)=O (1-(2-cyclopropyl-3-methyl-2H-indazol-5-yl)-4-hydroxypyridin-2(1H)-one), ClCC=1SC(=CC1)C(F)(F)F (2-(chloromethyl)-5-(trifluoromethyl)thiophene), C([O-])([O-])=O.[K+].[K+] (potassium carbonate). The solvent is C(C)(=O)OCC (ethyl acetate), CN(C)C=O (DMF). Reaction conditions: time 8 hour. Product: C1(CC1)N1N=C2C=CC(=CC2=C1C)N1C(C=C(C=C1)OCC=1SC(=CC1)C(F)(F)F)=O (1-(2-cyclopropyl-3-methyl-2H-indazol-5-yl)-4-{[5-(trifluoromethyl)thiophen-2-yl]methoxy}pyridin-2(1H)-one). The yield is 43.6%. Reaction SMILES: [CH:1]1([N:4]2[C:12]([CH3:13])=[C:11]3[C:6]([CH:7]=[CH:8][C:9]([N:14]4[CH:19]=[CH:18][C:17]([OH:20])=[CH:16][C:15]4=[O:21])=[CH:10]3)=[N:5]2)[CH2:3][CH2:2]1.Cl[CH2:23][C:24]1[S:25][C:26]([C:29]([F:32])([F:31])[F:30])=[CH:27][CH:28]=1.C(=O)([O-])[O-].[K+].[K+]>CN(C=O)C.C(OCC)(=O)C>[CH:1]1([N:4]2[C:12]([CH3:13])=[C:11]3[C:6]([CH:7]=[CH:8][C:9]([N:14]4[CH:19]=[CH:18][C:17]([O:20][CH2:23][C:24]5[S:25][C:26]([C:29]([F:32])([F:31])[F:30])=[CH:27][CH:28]=5)=[CH:16][C:15]4=[O:21])=[CH:10]3)=[N:5]2)[CH2:2][CH2:3]1 |f:2.3.4|. Procedure: To a mixture of 1-(2-cyclopropyl-3-methyl-2H-indazol-5-yl)-4-hydroxypyridin-2(1H)-one (200 mg) and 2-(chloromethyl)-5-(trifluoromethyl)thiophene (171 mg) in DMF (4 ml) was added potassium carbonate (118 mg) at room temperature, and the mixture was stirred at the same temperature overnight. The reaction mixture was diluted with ethyl acetate, washed with water and saturated brine, dried over anhydrous magnesium sulfate, and concentrated under reduced pressure. The residue was fractionated by HPLC...